describe an organic reaction: reactants, conditions, products, and yield From a dataset of the Open Reaction Database (ORD), a public repository of structured organic reaction records. Reactants: N1(CCC(CC1)OCC(=O)OC(C)(C)C)C1CCNCC1 (tert.butyl ([1,4′]bipiperidinyl-4-yloxy)-acetate), Cl (HCl). Run in CCO (EtOH). Reaction conditions: time 8 hour. Yields the product C(C)OC(COC1CCN(CC1)C1CCNCC1)=O (ethyl([1,4′]bipiperidinyl-4-yloxy)-acetate). As a reaction SMILES: [N:1]1([CH:16]2[CH2:21][CH2:20][NH:19][CH2:18][CH2:17]2)[CH2:6][CH2:5][CH:4]([O:7][CH2:8][C:9]([O:11][C:12](C)(C)[CH3:13])=[O:10])[CH2:3][CH2:2]1.Cl>CCO>[CH2:12]([O:11][C:9](=[O:10])[CH2:8][O:7][CH:4]1[CH2:3][CH2:2][N:1]([CH:16]2[CH2:17][CH2:18][NH:19][CH2:20][CH2:21]2)[CH2:6][CH2:5]1)[CH3:13]. Procedure details: A solution of 100 mg (0.33 mmol) tert.butyl ([1,4′]bipiperidinyl-4-yloxy)-acetate in 1 mL EtOH was combined with 2 mL ethanolic HCl with heating, the mixture was refluxed for a further 2 h and left overnight at RT. The precipitate formed was suction filtered and dried. Reactants: CC1CC(CC(C1)C)O (3,5-dimethyl-cyclohexanol), C1=CC=CC=C1 (benzene), [Cr](=O)(=O)([O-])O[Cr](=O)(=O)[O-].[Na+].[Na+] (sodium dichromate), S(O)(O)(=O)=O (sulphuric acid). Run in C(C)(=O)O (acetic acid), O (water). Yields the product CC1CC(CC(C1)C)=O (3,5-dimethyl-cyclohexanone). Yield: 81.5%. As a reaction SMILES: [CH3:1][CH:2]1[CH2:7][CH:6]([CH3:8])[CH2:5][CH:4]([OH:9])[CH2:3]1.C1C=CC=CC=1.[Cr](O[Cr]([O-])(=O)=O)([O-])(=O)=O.[Na+].[Na+].S(=O)(=O)(O)O>C(O)(=O)C.O>[CH3:1][CH:2]1[CH2:7][CH:6]([CH3:8])[CH2:5][C:4](=[O:9])[CH2:3]1 |f:2.3.4|. Procedure details: 128 g of 3,5-dimethyl-cyclohexanol and 500 ml of benzene are added to a round flask which is fitted with a stirrer, thermometer, dropping funnel and reflux condenser. While stirring and cooling there is now slowly added dropwise thereto a mixture of 119 g of sodium dichromate, 500 ml of water, 162 ml of concentrated sulphuric acid and 50 ml of glacial acetic acid. Thereby the temperature should not exceed +10° C. The mixture is stirred at this temperature for a further 3 hours and then the organ... Reactants: C[C@H]1[C@@H](CN(C1)CC=1C=NC(=NC1)C)C=1NC(C2=C(N1)N(N=C2)C2CCOCC2)=O (6-{(3S,4S)-4-methyl-1-[(2-methylpyrimidin-5-yl)methyl]pyrrolidin-3-yl}-1-(tetrahydro-2H-pyran-4-yl)-1,5-dihydro-4H-pyrazolo[3,4-d]pyrimidin-4-one), CC1=NC=CC(=N1)C=O (2-methylpyrimidine-4-carbaldehyde). Yields the product C[C@H]1[C@@H](CN(C1)CC1=NC(=NC=C1)C)C=1NC(C2=C(N1)N(N=C2)C2CCOCC2)=O (6-{(3S,4S)-4-methyl-1-[(2-methylpyrimidin-4-yl)methyl]pyrrolidin-3-yl}-1-(tetrahydro-2H-pyran-4-yl)-1,5-dihydro-4H-pyrazolo[3,4-d]pyrimidin-4-one). As a reaction SMILES: [CH3:1][C@@H:2]1[CH2:6][N:5]([CH2:7]C2C=NC(C)=NC=2)[CH2:4][C@H:3]1[C:15]1[NH:16][C:17](=[O:30])[C:18]2[CH:23]=[N:22][N:21]([CH:24]3[CH2:29][CH2:28][O:27][CH2:26][CH2:25]3)[C:19]=2[N:20]=1.[CH3:31][C:32]1[N:37]=[C:36](C=O)[CH:35]=[CH:34][N:33]=1>>[CH3:1][C@@H:2]1[CH2:6][N:5]([CH2:7][C:34]2[CH:35]=[CH:36][N:37]=[C:32]([CH3:31])[N:33]=2)[CH2:4][C@H:3]1[C:15]1[NH:16][C:17](=[O:30])[C:18]2[CH:23]=[N:22][N:21]([CH:24]3[CH2:29][CH2:28][O:27][CH2:26][CH2:25]3)[C:19]=2[N:20]=1. Procedure: Following the procedure for the preparation of 6-{(3S,4S)-4-methyl-1-[(2-methylpyrimidin-5-yl)methyl]pyrrolidin-3-yl}-1-(tetrahydro-2H-pyran-4-yl)-1,5-dihydro-4H-pyrazolo[3,4-d]pyrimidin-4-one but substituting 2-methylpyrimidine-4-carbaldehyde provided the title compound. 400 MHz 1H NMR (CDCl3) δ 8.59 (d, J=5.0 Hz, 1H), 8.03 (s, 1H), 7.20 (d, J=5.0 Hz, 1H), 4.84-4.76 (m, 1H), 4.13-4.08 (m, 2H), 3.97-3.93 (m, 1H), 3.70-3.67 (m, 1H), 3.61-3.53 (m, 2H), 3.40 (t, J=8.3 Hz, 1H), 3.14 (d, J=9.5 Hz, 1H... The reactants are C1(CCCCC1)NC1CC(NC(C1)(C)C)(C)C (4-(N-cyclohexylamino)-2,2,6,6-tetramethylpiperidine), C(=O)OCC (ethyl formate). Reagents/catalysts: CCCCO.CCCCO.CCCCO.CCCCO.[Ti] (tetrabutyl orthotitanate). Yields the product C1(CCCCC1)N(C=O)C1CC(NC(C1)(C)C)(C)C (4-(N-cyclohexyl-N-formylamino)-2,2,6,6-tetramethylpiperidine). Reaction SMILES: [CH:1]1([NH:7][CH:8]2[CH2:13][C:12]([CH3:15])([CH3:14])[NH:11][C:10]([CH3:17])([CH3:16])[CH2:9]2)[CH2:6][CH2:5][CH2:4][CH2:3][CH2:2]1.[CH:18](OCC)=[O:19]>CCCCO.CCCCO.CCCCO.CCCCO.[Ti]>[CH:1]1([N:7]([CH:8]2[CH2:13][C:12]([CH3:15])([CH3:14])[NH:11][C:10]([CH3:17])([CH3:16])[CH2:9]2)[CH:18]=[O:19])[CH2:2][CH2:3][CH2:4][CH2:5][CH2:6]1 |f:2.3.4.5.6|. Procedure details: 80 g of 4-(N-cyclohexylamino)-2,2,6,6-tetramethylpiperidine and 32 g of tetrabutyl orthotitanate in 175 ml of ethyl formate were refluxed for 11 hours. Fractional distillation gave a fraction of boiling point 143°-144° C. under 0.4 mmHg. After solidification, this fraction was recrystallized from n-hexane. 4-(N-cyclohexyl-N-formylamino)-2,2,6,6-tetramethylpiperidine was isolated as a colorless solid of melting point 105° C. Starting materials: C(=O)[O-].[NH4+] (ammonium formate), N1N=CC=C1 (pyrazole), C([O-])([O-])=O.[Cs+].[Cs+] (cesium carbonate), C(C1=CC=CC=C1)N1C(=NC=2N(C(N3C(C12)=NC(C3)COS(=O)(=O)C)=O)CCC)C3CCCC3 (1-Benzyl-2-cyclopentyl-7,8-dihydro-8-methylsulfonyloxymethyl-4-(n-propyl)-1H-imidazo[2,1-i]purin-5(4H)-one). The reagents and catalysts are [OH-].[OH-].[Pd+2] (palladium hydroxide/carbon). The solvent is CN(C=O)C (N,N-dimethylformamide). Reaction conditions: temperature 120 celsius, time 2 hour. Product: C1(CCCC1)C1=NC=2N(C(N3C(C2N1)=NC(C3)CC3=NNC=C3)=O)CCC (2-Cyclopentyl-7,8-dihydro-4-(n-propyl)-8-(1-pyrazolylmethyl)-1H-imidazo[2,1-i]purin-5(4H)-one). Isolated yield 51.8%. Reaction SMILES: C([N:8]1[C:16]2[C:15]3=[N:17][CH:18]([CH2:20]OS(C)(=O)=O)[CH2:19][N:14]3[C:13](=[O:26])[N:12]([CH2:27][CH2:28][CH3:29])[C:11]=2[N:10]=[C:9]1[CH:30]1[CH2:34][CH2:33][CH2:32][CH2:31]1)C1C=CC=CC=1.[NH:35]1[CH:39]=[CH:38][CH:37]=[N:36]1.C(=O)([O-])[O-].[Cs+].[Cs+].C([O-])=O.[NH4+]>CN(C)C=O.[OH-].[OH-].[Pd+2]>[CH:30]1([C:9]2[NH:8][C:16]3[C:15]4=[N:17][CH:18]([CH2:20][C:39]5[CH:38]=[CH:37][NH:36][N:35]=5)[CH2:19][N:14]4[C:13](=[O:26])[N:12]([CH2:27][CH2:28][CH3:29])[C:11]=3[N:10]=2)[CH2:34][CH2:33][CH2:32][CH2:31]1 |f:2.3.4,5.6,8.9.10|. Procedure details: Compound 17 (100 mg, 0.21 mmol) obtained in Example 17 was dissolved in N,N-dimethylformamide (1 mL), to the solution were added pyrazole (28 mg, 0.42 mmol, 2.0 equivalents), and cesium carbonate (137 mg, 0.42 mmol, 2.0 equivalents) and the mixture was stirred at 120° C. for 2 hours. The reaction mixture was partitioned with ethyl acetate and water, and the organic layer was washed with water and dried over anhydrous magnesium sulfate. After the organic layer was concentrated, diethyl ether and ... Starting materials: O=C([C@H](CCC)NC(OC(C)(C)C)=O)C1=CC=CC=C1 ((S)-tert-butyl 1-oxo-1-phenylpentan-2-ylcarbamate), CON(C([C@H](CC)NC(OC(C)(C)C)=O)=O)C ((S)-tert-Butyl 1-(methoxy(methyl)amino)-1-oxobutan-2-ylcarbamate). Yields the product COC=1C=C(C=CC1)C([C@H](CC)NC(OC(C)(C)C)=O)=O ((S)-tert-butyl 1-(3-methoxyphenyl)-1-oxobutan-2-ylcarbamate). RXN SMILES: [O:1]=[C:2]([C:15]1[CH:20]=[CH:19][CH:18]=[CH:17][CH:16]=1)[C@@H:3]([NH:7][C:8](=[O:14])[O:9][C:10]([CH3:13])([CH3:12])[CH3:11])[CH2:4][CH2:5]C.[CH3:21][O:22]N(C)C(=O)[C@@H](NC(=O)OC(C)(C)C)CC>>[CH3:21][O:22][C:19]1[CH:20]=[C:15]([C:2](=[O:1])[C@@H:3]([NH:7][C:8](=[O:14])[O:9][C:10]([CH3:11])([CH3:12])[CH3:13])[CH2:4][CH3:5])[CH:16]=[CH:17][CH:18]=1. Procedure details: was synthesised in the same way as 91c from (S)-tert-butyl 1-(methoxy(methyl)amino)-1-oxobutan-2-ylcarbamate (95d, 250 mg, 1.02 mmol). RXN SMILES: [Br-:20].[CH3:16][I:17].[CH3:21][CH2:22][CH2:23][CH2:24][N+:25]([CH2:26][CH2:27][CH2:28][CH3:29])([CH2:30][CH2:31][CH2:32][CH3:33])[CH2:34][CH2:35][CH2:36][CH3:37].[CH3:38][c:39]1[cH:40][cH:41][cH:42][cH:43][cH:44]1.[NH2:1][n:2]1[c:3]([S:14][CH3:15])[n:4][n:5][c:6]([CH:9]([CH3:10])[CH:11]2[CH2:12][CH2:13]2)[c:7]1=[O:8].[Na+:19].[OH-:18]>>[NH:1]([n:2]1[c:3]([S:14][CH3:15])[n:4][n:5][c:6]([CH:9]([CH3:10])[CH:11]2[CH2:12][CH2:13]2)[c:7]1=[O:8])[CH3:16]. Starting materials: [Br-], CI, CCCC[N+](CCCC)(CCCC)CCCC, Cc1ccccc1, CSc1nnc(C(C)C2CC2)c(=O)n1N, [Na+], [OH-]. The product is CNn1c(SC)nnc(C(C)C2CC2)c1=O.